Dataset: the Open Reaction Database (ORD), a public repository of structured organic reaction records. Task: describe an organic reaction: reactants, conditions, products, and yield Starting materials: COC(C1=C(C=C(C=C1)NC(CN1[C@@H]([C@@]([C@@H](C1)CC(C)(C)C)(C#N)C1=C(C=C(C=C1)Cl)F)C1=C(C(=CC=C1)Cl)F)=O)C)=O (rac-4-{2-[(2S,3S,4S)-2-(3-chloro-2-fluoro-phenyl)-3-(4-chloro-2-fluoro-phenyl)-3-cyano-4-(2,2-dimethyl-propyl)-pyrrolidin-1-yl]-acetylamino}-methyl-benzoic acid methyl ester), [Li+].[OH-] (LiOH). Solvent: C1CCOC1.CO (THF MeOH). Conditions: time 2 hour. The product is ClC=1C(=C(C=CC1)[C@H]1N(C[C@H]([C@]1(C#N)C1=C(C=C(C=C1)Cl)F)CC(C)(C)C)CC(=O)NC1=CC(=C(C(=O)O)C=C1)C)F (rac-4-{2-[(2S,3S,4S)-2-(3-chloro-2-fluoro-phenyl)-3-(4-chloro-2-fluoro-phenyl)-3-cyano-4-(2,2-dimethyl-propyl)-pyrrolidin-1-yl]-acetylamino}-methyl-benzoic acid). The yield is 99.3%. As a reaction SMILES: C[O:2][C:3](=[O:43])[C:4]1[CH:9]=[CH:8][C:7]([NH:10][C:11](=[O:41])[CH2:12][N:13]2[CH2:17][C@@H:16]([CH2:18][C:19]([CH3:22])([CH3:21])[CH3:20])[C@@:15]([C:25]3[CH:30]=[CH:29][C:28]([Cl:31])=[CH:27][C:26]=3[F:32])([C:23]#[N:24])[C@H:14]2[C:33]2[CH:38]=[CH:37][CH:36]=[C:35]([Cl:39])[C:34]=2[F:40])=[CH:6][C:5]=1[CH3:42].[Li+].[OH-]>C1COCC1.CO>[Cl:39][C:35]1[C:34]([F:40])=[C:33]([C@@H:14]2[C@:15]([C:25]3[CH:30]=[CH:29][C:28]([Cl:31])=[CH:27][C:26]=3[F:32])([C:23]#[N:24])[C@H:16]([CH2:18][C:19]([CH3:20])([CH3:21])[CH3:22])[CH2:17][N:13]2[CH2:12][C:11]([NH:10][C:7]2[CH:8]=[CH:9][C:4]([C:3]([OH:43])=[O:2])=[C:5]([CH3:42])[CH:6]=2)=[O:41])[CH:38]=[CH:37][CH:36]=1 |f:1.2,3.4|. Reported procedure: To a mixture of rac-4-{2-[(2S,3S,4S)-2-(3-chloro-2-fluoro-phenyl)-3-(4-chloro-2-fluoro-phenyl)-3-cyano-4-(2,2-dimethyl-propyl)-pyrrolidin-1-yl]-acetylamino}-methyl-benzoic acid methyl ester (50.0 mg, 0.08 mmol) in THF/MeOH (0.6 mL/0.2 mL) was added 2 N LiOH (0.2 mL), and the reaction mixture was stirred at rt for 2 hrs. The reaction mixture was concentrated and quenched with 2 NH2SO4, extracted with EtOAc, and washed with water, brine. The organic phase was separated, and dried over Na2SO4. The ... Reactants: C(CCC)[Li] (n-butyl lithium), BrC1=C(C=C(C(=C1)C)Br)C (2,5-dibromo-p-xylene), O1CCCC1 (tetrahydrofuran), Cl (HCl), C(C(C)C)#N (isobutyronitrile). Run in CCCCCC (hexane), C(C)OCC (diethyl ether). Conditions: temperature -78 celsius, time 30 minute. Yields the product BrC1=CC(=C(C=C1C)C(=O)C(C)C)C (4-bromo-2,5-dimethyl-1-isopropylcarbonyl-benzene). As a reaction SMILES: C([Li])[CH2:2][CH2:3][CH3:4].Br[C:7]1[CH:12]=[C:11]([CH3:13])[C:10]([Br:14])=[CH:9][C:8]=1[CH3:15].C(#N)C(C)C.Cl.[O:22]1CCC[CH2:23]1>CCCCCC.C(OCC)C>[Br:14][C:10]1[C:11]([CH3:13])=[CH:12][C:7]([C:23]([CH:3]([CH3:2])[CH3:4])=[O:22])=[C:8]([CH3:15])[CH:9]=1. Reported procedure: 31.2 ml of (50 mmol) of a 1.6 molar n-butyl lithium solution in hexane are added dropwise to a solution of 13.5 g (50 mmol) of 2,5-dibromo-p-xylene in 100 ml of tetrahydrofuran cooled to −78° C., the mixture is stirred for 30 minutes and then combined with 4.5 ml of (50 mmol) of isobutyronitrile. The reaction mixture is allowed to come back slowly to ambient temperature, stirred for 1 hour, then combined with 50 ml of 2N HCl and 70 ml of diethyl ether and stirred for another 16 hours. The aqueou... Starting materials: C(CC(=O)C)(=O)OCC (Ethyl acetoacetate), formula II, C=1C=CC2=C(C1)C(=CN2)CCO (tryptophol), C1(=CC=C(C=C1)S(=O)(=O)O)C (p-toluenesulfonic acid), C1(=CC=C(C=C1)S(=O)(=O)O)C (p-toluenesulfonic acid), alkali-aluminum silicate. Run in C1=CC=CC=C1 (benzene). Reaction conditions: time 10 minute. Yields the product ester, C(C)OC(CC1(OCCC2=C1NC1=CC=CC=C21)C)=O (1-methyl-1,3,4,9-tetrahydropyrano[3,4-b-]indole-1-acetic acid ethyl ester). RXN SMILES: [C:1]([O:7][CH2:8][CH3:9])(=[O:6])[CH2:2][C:3]([CH3:5])=O.[CH:10]1[CH:11]=[CH:12][C:13]2[NH:18][CH:17]=[C:16]([CH2:19][CH2:20][OH:21])[C:14]=2[CH:15]=1.C1(C)C=CC(S(O)(=O)=O)=CC=1>C1C=CC=CC=1>[CH2:8]([O:7][C:1](=[O:6])[CH2:2][C:3]1([CH3:5])[C:17]2[NH:18][C:13]3[C:14]([C:16]=2[CH2:19][CH2:20][O:21]1)=[CH:15][CH:10]=[CH:11][CH:12]=3)[CH3:9]. Procedure: Ethyl acetoacetate (23.4 g., 0.18 moles) is added to a solution of the starting material of formula II, tryptophol (10.0 g., 0.06 moles), in 200 ml. of benzene. After standing for 10 minutes, p-toluenesulfonic acid (1.3g.) and about 5 g. of hydrated alkali-aluminum silicate (Molecular Sieves No. 4) are added. The mixture is subjected to reflux for thirty minutes, 600 mg. more of p-toluenesulfonic acid is added and refluxing continued for 2 1/2 hours. The molecular sieves are collected and the be... Starting materials: C[O-].[Na+] (sodium methoxide), CNS(=O)(=O)NC1=NC=CC=C1C(=O)OC (Methyl 2-(((methylamino)sulfonyl)amino)-3-pyridine carboxylate), Cl (hydrochloric acid). Run in O (water), CO (methanol). Yields the product CN1C(C2=C(NS1(=O)=O)N=CC=C2)=O (3-Methyl-1H-pyrido(2,3-c)(1,2,6)thiadiazin-4(3H)-one-2,2-dioxide). RXN SMILES: [CH3:1][NH:2][S:3]([NH:6][C:7]1[C:12]([C:13]([O:15]C)=O)=[CH:11][CH:10]=[CH:9][N:8]=1)(=[O:5])=[O:4].C[O-].[Na+].Cl>CO.O>[CH3:1][N:2]1[S:3](=[O:5])(=[O:4])[NH:6][C:7]2[N:8]=[CH:9][CH:10]=[CH:11][C:12]=2[C:13]1=[O:15] |f:1.2|. Procedure: Methyl 2-(((methylamino)sulfonyl)amino)-3-pyridine carboxylate (11.0 grams; 0.045 mole) was dissolved in 150 ml of methanol and sodium methoxide (7.3 grams; 0.135 mole) added thereto. The resulting reaction mixture was heated at reflux temperatures for a period of about four hours. After cooling the reaction mixture, the solvent was removed in vacuo and the residue thus obtained suspended in 30 ml of water and the resulting suspension acidified to a pH of about 1.0 with concentrated hydrochloric... Starting materials: Cl (Hydrogen chloride), ClC1=C(C=CC(=C1)Cl)CCNC1=CC(=NC(=N1)OC)C=1C=C(C=CC1)C(C(=O)O)(F)F ((3-{6-[2-(2,4-dichloro-phenyl)-ethylamino]-2-methoxy-pyrimidin-4-yl}-phenyl)-difluoro-acetic acid), C(C)O (ethyl alcohol). Run at temperature 65 celsius, time 8 hour. Product: C(C)OC(C(F)(F)C1=CC(=CC=C1)C1=NC(=NC(=C1)NCCC1=C(C=C(C=C1)Cl)Cl)OC)=O ((3-{6-[2-(2,4-dichloro-phenyl)-ethylamino]-2-methoxy-pyrimidin-4-yl}-phenyl)-difluoro-acetic acid ethyl ester). As a reaction SMILES: Cl.[Cl:2][C:3]1[CH:8]=[C:7]([Cl:9])[CH:6]=[CH:5][C:4]=1[CH2:10][CH2:11][NH:12][C:13]1[N:18]=[C:17]([O:19][CH3:20])[N:16]=[C:15]([C:21]2[CH:22]=[C:23]([C:27]([F:32])([F:31])[C:28]([OH:30])=[O:29])[CH:24]=[CH:25][CH:26]=2)[CH:14]=1.[CH2:33](O)[CH3:34]>>[CH2:33]([O:29][C:28](=[O:30])[C:27]([C:23]1[CH:24]=[CH:25][CH:26]=[C:21]([C:15]2[CH:14]=[C:13]([NH:12][CH2:11][CH2:10][C:4]3[CH:5]=[CH:6][C:7]([Cl:9])=[CH:8][C:3]=3[Cl:2])[N:18]=[C:17]([O:19][CH3:20])[N:16]=2)[CH:22]=1)([F:31])[F:32])[CH3:34]. Reported procedure: Hydrogen chloride (4 M in 1,4-dioxane, 52 μL, 2.1 mmol) is added to a solution of (3-{6-[2-(2,4-dichloro-phenyl)-ethylamino]-2-methoxy-pyrimidin-4-yl}-phenyl)-difluoro-acetic acid [65 mg, 0.14 mmol, Example 81(a)] in ethyl alcohol (6 mL) and the reaction mixture is stirred overnight at 65° C. The reaction is cooled to room temperature, quenched with water, extracted twice with ethyl acetate. The combined extracts are dried over sodium sulfate, filtered and concentrated in vacuo. The residue is p... Reactants: N#Cc1ccc(CCO)cc1, ClCCl, O=C(N=NC(=O)N1CCCCC1)N1CCCCC1, c1ccc(P(c2ccccc2)c2ccccc2)cc1. Product: O=P(c1ccccc1)(c1ccccc1)c1ccccc1. RXN SMILES: [C:1]([c:2]1[cH:3][cH:4][c:5]([CH2:6][CH2:7][OH:9])[cH:8][cH:10]1)#[N:11].[Cl:49][CH2:50][Cl:51].[N:12]([C:13]([N:14]1[CH2:15][CH2:16][CH2:17][CH2:18][CH2:19]1)=[O:20])=[N:21][C:22]([N:23]1[CH2:24][CH2:25][CH2:26][CH2:27][CH2:28]1)=[O:29].[c:30]1([P:36]([c:37]2[cH:38][cH:39][cH:40][cH:41][cH:42]2)[c:43]2[cH:44][cH:45][cH:46][cH:47][cH:48]2)[cH:31][cH:32][cH:33][cH:34][cH:35]1>>[O:9]=[P:36]([c:30]1[cH:31][cH:32][cH:33][cH:34][cH:35]1)([c:37]1[cH:38][cH:39][cH:40][cH:41][cH:42]1)[c:43]1[cH:44][cH:45][cH:46][cH:47][cH:48]1. The reactants are C(C)(C)(C)OC(=O)N1CCC(CC1)=O (1-(t-butoxycarbonyl)-4-piperidone), [Cl-].[NH4+] (ammonium chloride), BrC1=CC=C(OC2=CC=C(C=C2)NC(C2=CC(=C(C=C2)Cl)Cl)=O)C=C1 (N-[4-(4-bromophenoxy)phenyl]-3,4-dichlorobenzamide), CCCCCC.C(CCC)[Li] (n-butyl lithium hexane). Run in C1CCOC1 (THF), C1CCOC1 (THF). Run at time 20 minute. The product is C(C)(C)(C)OC(=O)N1CCC(CC1)(O)C1=CC=C(C=C1)OC1=CC=C(C=C1)NC(C1=CC(=C(C=C1)Cl)Cl)=O (1-(t-butoxycarbonyl)-4-{4-[4-(3,4-dichlorobenzoylamino)phenoxy]phenyl}-4-hydroxypiperidine). Isolated yield 36.5%. RXN SMILES: Br[C:2]1[CH:25]=[CH:24][C:5]([O:6][C:7]2[CH:12]=[CH:11][C:10]([NH:13][C:14](=[O:23])[C:15]3[CH:20]=[CH:19][C:18]([Cl:21])=[C:17]([Cl:22])[CH:16]=3)=[CH:9][CH:8]=2)=[CH:4][CH:3]=1.CCCCCC.C([Li])CCC.[C:37]([O:41][C:42]([N:44]1[CH2:49][CH2:48][C:47](=[O:50])[CH2:46][CH2:45]1)=[O:43])([CH3:40])([CH3:39])[CH3:38].[Cl-].[NH4+]>C1COCC1>[C:37]([O:41][C:42]([N:44]1[CH2:49][CH2:48][C:47]([C:2]2[CH:25]=[CH:24][C:5]([O:6][C:7]3[CH:12]=[CH:11][C:10]([NH:13][C:14](=[O:23])[C:15]4[CH:20]=[CH:19][C:18]([Cl:21])=[C:17]([Cl:22])[CH:16]=4)=[CH:9][CH:8]=3)=[CH:4][CH:3]=2)([OH:50])[CH2:46][CH2:45]1)=[O:43])([CH3:40])([CH3:38])[CH3:39] |f:1.2,4.5|. Reported procedure: To a solution of N-[4-(4-bromophenoxy)phenyl]-3,4-dichlorobenzamide (4.94 g, 11.3 mmol) in THF (100 mL) was stirred at −85° C., and added a solution of 2.46 M n-butyl lithium hexane (9.65 mL, 23.7 mmol) dropwise over 10 minutes. Upon stirring for 20 minutes at the same temperature, crystals were precipitated. To this reaction solution was added a solution of 1-(t-butoxycarbonyl)-4-piperidone (2.48 g, 12.4 mmol) in THF (20 mL). The temperature of the solution was raised over 3 hours to −40° C., a... Reactants: COc1nc(OC)nc([N+]2(C)CCOCC2)n1, CN(C)C=O, [Cl-], CN1CCN(C2CCN(C(=O)Nc3cc(Oc4ccc(NC(=O)C5(C(=O)O)CC5)c(F)c4)ccn3)CC2)CC1, Nc1ccc(F)cc1, [Na+], C1CCOC1, O, O=C([O-])O. The product is CN1CCN(C2CCN(C(=O)Nc3cc(Oc4ccc(NC(=O)C5(C(=O)Nc6ccc(F)cc6)CC5)c(F)c4)ccn3)CC2)CC1. Reaction SMILES: [CH3:3][O:4][c:5]1[n:6][c:7]([O:8][CH3:9])[n:10][c:11]([N+:12]2([CH3:13])[CH2:14][CH2:15][O:16][CH2:17][CH2:18]2)[n:19]1.[CH3:72][N:73]([CH3:74])[CH:75]=[O:76].[Cl-:2].[F:20][c:21]1[c:22]([NH:50][C:51](=[O:52])[C:53]2([C:56](=[O:57])[OH:58])[CH2:54][CH2:55]2)[cH:23][cH:24][c:25]([O:27][c:28]2[cH:29][c:30]([NH:34][C:35](=[O:36])[N:37]3[CH2:38][CH2:39][CH:40]([N:43]4[CH2:44][CH2:45][N:46]([CH3:49])[CH2:47][CH2:48]4)[CH2:41][CH2:42]3)[n:31][cH:32][cH:33]2)[cH:26]1.[NH2:59][c:60]1[cH:61][cH:62][c:63]([F:64])[cH:65][cH:66]1.[Na+:67].[O:77]1[CH2:78][CH2:79][CH2:80][CH2:81]1.[OH2:1].[OH:68][C:69](=[O:70])[O-:71]>>[F:20][c:21]1[c:22]([NH:50][C:51](=[O:52])[C:53]2([C:56](=[O:57])[NH:59][c:60]3[cH:61][cH:62][c:63]([F:64])[cH:65][cH:66]3)[CH2:54][CH2:55]2)[cH:23][cH:24][c:25]([O:27][c:28]2[cH:29][c:30]([NH:34][C:35](=[O:36])[N:37]3[CH2:38][CH2:39][CH:40]([N:43]4[CH2:44][CH2:45][N:46]([CH3:49])[CH2:47][CH2:48]4)[CH2:41][CH2:42]3)[n:31][cH:32][cH:33]2)[cH:26]1. Reactants: C1CCC2=NCCCN2CC1, CC#N, Cl, Nc1c(F)c(F)c(F)c2c1c(=O)c(C(=O)O)cn2C1CC1, c1cn(C2CCNCC2)nn1. Product: Nc1c(F)c(N2CCC(n3ccnn3)CC2)c(F)c2c1c(=O)c(C(=O)O)cn2C1CC1. Reaction SMILES: [CH2:13]1[CH2:14][CH2:15][C:16]2=[N:21][CH2:20][CH2:19][CH2:18][N:17]2[CH2:22][CH2:23]1.[CH3:45][C:46]#[N:47].[ClH:1].[NH2:24][c:25]1[c:26]2[c:27](=[O:44])[c:28]([C:41](=[O:42])[OH:43])[cH:29][n:30]([CH:38]3[CH2:39][CH2:40]3)[c:31]2[c:32]([F:37])[c:33]([F:36])[c:34]1[F:35].[n:2]1([CH:7]2[CH2:8][CH2:9][NH:10][CH2:11][CH2:12]2)[n:3][n:4][cH:5][cH:6]1>>[n:2]1([CH:7]2[CH2:8][CH2:9][N:10]([c:33]3[c:32]([F:37])[c:31]4[c:26]([c:25]([NH2:24])[c:34]3[F:35])[c:27](=[O:44])[c:28]([C:41](=[O:42])[OH:43])[cH:29][n:30]4[CH:38]3[CH2:39][CH2:40]3)[CH2:11][CH2:12]2)[n:3][n:4][cH:5][cH:6]1. Reactants: OC1([C@H](CCC1)NC(OC(C)(C)C)=O)C (tert-butyl N-[(1S)-2-hydroxy-2-methyl-cyclopentyl]carbamate), Cl (HCl), O1CCOCC1 (dioxane). The solvent is ClCCl (dichloromethane). Yields the product Cl.N[C@@H]1C(CCC1)(O)C ((2S)-2-amino-1-methyl-cyclopentanol hydrochloride). As a reaction SMILES: [OH:1][C:2]1([CH3:15])[CH2:6][CH2:5][CH2:4][C@@H:3]1[NH:7]C(=O)OC(C)(C)C.[ClH:16].O1CCOCC1>ClCCl>[ClH:16].[NH2:7][C@H:3]1[CH2:4][CH2:5][CH2:6][C:2]1([CH3:15])[OH:1] |f:4.5|. Reported procedure: A solution of tert-butyl N-[(1S)-2-hydroxy-2-methyl-cyclopentyl]carbamate (mixture of cis and trans diastereomers) (6.66 g, 30.9 mmol), 4 M HCl in dioxane (46.4 mL, 185.6 mmol), and dichloromethane (62 mL) is stirred at room temperature for 1 h. The reaction is concentrated in vacuo, and then redissolved in MeOH and reconcentrated to give the title compound as a brown oil (5.09 g). LC-ES/MS m/z 116 (M+1).